This data is from the Open Reaction Database (ORD), a public repository of structured organic reaction records. The task is: describe an organic reaction: reactants, conditions, products, and yield Reactants: Cn1nc(Cl)cc(Nc2ccc(C3CCN(C(=O)OC(C)(C)C)CC3)cn2)c1=O, ClCCl, O=C(O)C(F)(F)F. Product: Cn1nc(Cl)cc(Nc2ccc(C3CCNCC3)cn2)c1=O. RXN SMILES: [Cl:1][c:2]1[cH:3][c:4]([NH:10][c:11]2[cH:12][cH:13][c:14]([CH:17]3[CH2:18][CH2:19][N:20]([C:23]([O:24][C:25]([CH3:26])([CH3:27])[CH3:28])=[O:29])[CH2:21][CH2:22]3)[cH:15][n:16]2)[c:5](=[O:9])[n:6]([CH3:8])[n:7]1.[Cl:37][CH2:38][Cl:39].[F:30][C:31]([F:32])([F:33])[C:34]([OH:35])=[O:36]>>[Cl:1][c:2]1[cH:3][c:4]([NH:10][c:11]2[cH:12][cH:13][c:14]([CH:17]3[CH2:18][CH2:19][NH:20][CH2:21][CH2:22]3)[cH:15][n:16]2)[c:5](=[O:9])[n:6]([CH3:8])[n:7]1. Conditions: time 8 hour. Product: C(C)(C)(C)OC(NC1=C(C=C(C=C1)C=1SC=CC1)NC(=O)C=1C=NC(=CC1)Cl)=O (tert-Butyl[2-{[(6-Chloropyridin-3-yl)carbonyl]amino}-4-(2-thienyl)phenyl]-carbamate). Solvent: N1=CC=CC=C1 (pyridine). Reactants: C(C)(C)(C)OC(NC1=C(C=C(C=C1)C=1SC=CC1)N)=O (tert-Butyl[2-Amino-4-(2-thienyl)phenyl]carbamate), ClC1=NC=C(CCl)C=C1 (6-chloronicotinyl chloride), CCOC(=O)C (EtOAc). Procedure details: A mixture of tert-butyl[2-amino-4-(2-thienyl)phenyl]carbamate (E) (600 mg, 2.07 mmol) and 6-chloronicotinyl chloride (380 mg, 2.16 mmol) in 5 mL of pyridine was stirred overnight, poured into EtOAc and washed with saturated NaHCO3, dried (Na2SO4) and concentrated giving the BOC-protected chloronicotinamide (F): 1H NMR (600 MHz, CD3OD): δ 8.95 (d, J=2.3 Hz, 1H), 8.35 (dd, J=8.2 Hz, 2.3 Hz, 1H), 7.85 (br s, 1H), 7.62 (d, J=8.5 Hz, 1H), 7.55-7.51 (m, 2H), 7.37-7.35 (m, 2H), 7.07 (dd, J=5.0 Hz, 3.5 ... As a reaction SMILES: [C:1]([O:5][C:6](=[O:20])[NH:7][C:8]1[CH:13]=[CH:12][C:11]([C:14]2[S:15][CH:16]=[CH:17][CH:18]=2)=[CH:10][C:9]=1[NH2:19])([CH3:4])([CH3:3])[CH3:2].[Cl:21][C:22]1[CH:29]=[CH:28][C:25]([CH2:26]Cl)=[CH:24][N:23]=1.CC[O:32]C(C)=O>N1C=CC=CC=1>[C:1]([O:5][C:6](=[O:20])[NH:7][C:8]1[CH:13]=[CH:12][C:11]([C:14]2[S:15][CH:16]=[CH:17][CH:18]=2)=[CH:10][C:9]=1[NH:19][C:26]([C:25]1[CH:24]=[N:23][C:22]([Cl:21])=[CH:29][CH:28]=1)=[O:32])([CH3:4])([CH3:2])[CH3:3]. Reactants: CCCCCCCC1CCC(=O)O1 (undecanoic γ-lactone), C(C)(C)C1=C(C(=CC=C1)C(C)C)N=C=O (2,6-diisopropylphenyl isocyanate), C(C)(C)[N-]C(C)C.[Li+] (lithium diisopropylamide). Product: CC(C)C1=C(C(=CC=C1)C(C)C)NC(=O)C1C(OC(C1)CCCCCCC)=O (N-[2,6-bis(1-methylethyl)phenyl]-5-heptyltetrahydro-2-oxo-3-furancarboxamide). As a reaction SMILES: [CH3:1][CH2:2][CH2:3][CH2:4][CH2:5][CH2:6][CH2:7][CH:8]1[O:13][C:11](=[O:12])[CH2:10][CH2:9]1.[CH:14]([C:17]1[CH:22]=[CH:21][CH:20]=[C:19]([CH:23]([CH3:25])[CH3:24])[C:18]=1[N:26]=[C:27]=[O:28])([CH3:16])[CH3:15].C([N-]C(C)C)(C)C.[Li+]>>[CH3:16][CH:14]([C:17]1[CH:22]=[CH:21][CH:20]=[C:19]([CH:23]([CH3:24])[CH3:25])[C:18]=1[NH:26][C:27]([CH:10]1[CH2:9][CH:8]([CH2:7][CH2:6][CH2:5][CH2:4][CH2:3][CH2:2][CH3:1])[O:13][C:11]1=[O:12])=[O:28])[CH3:15] |f:2.3|. Procedure details: The title compound, mp 95°-98° C., was prepared from undecanoic γ-lactone (5.0 g, 0.027 mol), 2,6-diisopropylphenyl isocyanate (5.50 g, 0.027 mol) and lithium diisopropylamide (0.027 mol) using the procedure described in Example 1. The reactants are COCC1=NC2=C(N1)C=CC=C2 (2-(methoxymethyl)-1H-benzo[d]imidazole), BrCC1=CC2=C(/C(/C3=C(OC2)C=C(C=C3)F)=C(\C#N)/CC)C=C1 ((E)-2-[8-(bromomethyl)-3-fluorodibenzo[b,e]oxepin-11(6H)-ylidene]butanenitrile). Product: FC=1C=CC\2=C(OCC3=C(/C2=C(\C#N)/CC)C=CC(=C3)CN3C(=NC2=C3C=CC=C2)COC)C1 ((E)-2-(3-fluoro-8-{[2-(methoxymethyl)-1H-benzo[d]imidazol-1-yl]methyl}dibenzo[b,e]oxepin-11(6H)-ylidene)butanenitrile). The yield is 100.3%. Reaction SMILES: [CH3:1][O:2][CH2:3][C:4]1[NH:8][C:7]2[CH:9]=[CH:10][CH:11]=[CH:12][C:6]=2[N:5]=1.Br[CH2:14][C:15]1[CH:35]=[CH:34][C:18]2/[C:19](=[C:29](/[CH2:32][CH3:33])\[C:30]#[N:31])/[C:20]3[CH:27]=[CH:26][C:25]([F:28])=[CH:24][C:21]=3[O:22][CH2:23][C:17]=2[CH:16]=1>>[F:28][C:25]1[CH:26]=[CH:27][C:20]2=[C:21]([CH:24]=1)[O:22][CH2:23][C:17]1[CH:16]=[C:15]([CH2:14][N:8]3[C:7]4[CH:9]=[CH:10][CH:11]=[CH:12][C:6]=4[N:5]=[C:4]3[CH2:3][O:2][CH3:1])[CH:35]=[CH:34][C:18]=1/[C:19]/2=[C:29](/[CH2:32][CH3:33])\[C:30]#[N:31]. Procedure details: Using 2-(methoxymethyl)-1H-benzo[d]imidazole (61 mg, 0.376 mmol) and (E)-2-[8-(bromomethyl)-3-fluorodibenzo[b,e]oxepin-11(6H)-ylidene]butanenitrile (140 mg, 0.376 mmol) obtained in Reference Example 8, and in the same manner as in Reference Example 1A, the title compound (171 mg, 100%) was obtained. Reactants: CCOC(=O)C(C(=O)OCC)c1cc(N)c(C)cc1Cl, CS(C)=O, [Cl-], [Li+], O. The product is CCOC(=O)Cc1cc(N)c(C)cc1Cl. Reaction SMILES: [CH2:1]([CH3:2])[O:3][C:4]([CH:5]([C:6]([O:7][CH2:8][CH3:9])=[O:10])[c:11]1[c:12]([Cl:19])[cH:13][c:14]([CH3:18])[c:15]([NH2:17])[cH:16]1)=[O:20].[CH3:23][S:24]([CH3:25])=[O:26].[Cl-:22].[Li+:21].[OH2:27]>>[CH2:1]([CH3:2])[O:3][C:4]([CH2:5][c:11]1[c:12]([Cl:19])[cH:13][c:14]([CH3:18])[c:15]([NH2:17])[cH:16]1)=[O:20]. Reactants: CNC1C(CCCC1)NC (N,N′-dimethyl-1,2-cyclohexanediamine), C(C1=CC=CC=C1)OC=1C(N(C=C(C1)Br)C)=O (3-(Benzyloxy)-5-bromo-1-methylpyridin-2(1H)-one), CNC1C(CCCC1)NC (N,N′-dimethyl-1,2-cyclohexanediamine), C1(=CC=CC=C1)C1=NNC=C1 (3-phenyl-1H-pyrazole), C(=O)([O-])[O-].[K+].[K+] (K2CO3). Product: C(C1=CC=CC=C1)OC=1C(N(C=C(C1)N1N=C(C=C1)C1=CC=CC=C1)C)=O (3-(Benzyloxy)-1-methyl-5-(3-phenyl-1H-pyrazol-1-yl)pyridin-2(1H)-one). Yield: 54.3%. Conditions: temperature 110 celsius, time 8 hour. RXN SMILES: [CH2:1]([O:8][C:9]1[C:10](=[O:17])[N:11]([CH3:16])[CH:12]=[C:13](Br)[CH:14]=1)[C:2]1[CH:7]=[CH:6][CH:5]=[CH:4][CH:3]=1.[C:18]1([C:24]2[CH:28]=[CH:27][NH:26][N:25]=2)[CH:23]=[CH:22][CH:21]=[CH:20][CH:19]=1.C([O-])([O-])=O.[K+].[K+].CNC1CCCCC1NC>O1CCOCC1.CCOC(C)=O.[Cu]I>[CH2:1]([O:8][C:9]1[C:10](=[O:17])[N:11]([CH3:16])[CH:12]=[C:13]([N:26]2[CH:27]=[CH:28][C:24]([C:18]3[CH:23]=[CH:22][CH:21]=[CH:20][CH:19]=3)=[N:25]2)[CH:14]=1)[C:2]1[CH:7]=[CH:6][CH:5]=[CH:4][CH:3]=1 |f:2.3.4|. Procedure: 3-(Benzyloxy)-5-bromo-1-methylpyridin-2(1H)-one (50 mg, 0.170 mmol), 3-phenyl-1H-pyrazole (29 mg, 0.201 mmol), K2CO3 (47.0 mg, 0.340 mmol), CuI (2 mg, 10.50 μmol), and N,N′-dimethyl-1,2-cyclohexanediamine (6 μl 0.038 mmol) were combined in 1,4-dioxane (0.5 mL) in a screw cap vial. The vial was sealed then heated to 110° C. After stirring overnight the mixture was cooled to RT. CuI (2 mg) and N,N′-dimethyl-1,2-cyclohexanediamine (6 uL) were added and heating continued at 110° C. After stirring ov... The solvent is CCOC(=O)C (EtOAc), O1CCOCC1 (1,4-dioxane). Reagents/catalysts: [Cu]I (CuI), [Cu]I (CuI). Starting materials: CCO, COC(=O)c1ccc(OCCCCl)cc1, [Na+], [OH-]. Yields the product O=C(O)c1ccc(OCCCCl)cc1. RXN SMILES: [CH3:18][CH2:19][OH:20].[Cl:1][CH2:2][CH2:3][CH2:4][O:5][c:6]1[cH:7][cH:8][c:9]([C:10](=[O:11])[O:12][CH3:13])[cH:14][cH:15]1.[Na+:17].[OH-:16]>>[Cl:1][CH2:2][CH2:3][CH2:4][O:5][c:6]1[cH:7][cH:8][c:9]([C:10](=[O:11])[OH:12])[cH:14][cH:15]1.